From a dataset of the Open Reaction Database (ORD), a public repository of structured organic reaction records. describe an organic reaction: reactants, conditions, products, and yield Reactants: C(C)(=O)NC1=CC(=C(C=C1Cl)C(CCCCCl)=O)OCC1=CC(=CC(=C1)OC)OC (1-[4-acetylamino-5-chloro-2-(3,5-dimethoxybenzyloxy)phenyl]-5-chloropentan-1-one), N1CCCCC1 (piperidine), C(C)NCC (diethylamine). Yields the product NC1=CC(=C(C=C1Cl)C(CCCCN(CC)CC)=O)OCC1=CC(=CC(=C1)OC)OC (1-[4-amino-5-chloro-2-(3,5-dimethoxybenzyloxy)phenyl]-5-diethylaminopentan-1-one). Reaction SMILES: C([NH:4][C:5]1[C:10]([Cl:11])=[CH:9][C:8]([C:12](=[O:18])[CH2:13][CH2:14][CH2:15][CH2:16]Cl)=[C:7]([O:19][CH2:20][C:21]2[CH:26]=[C:25]([O:27][CH3:28])[CH:24]=[C:23]([O:29][CH3:30])[CH:22]=2)[CH:6]=1)(=O)C.[NH:31]1[CH2:36][CH2:35]C[CH2:33][CH2:32]1.C(NCC)C>>[NH2:4][C:5]1[C:10]([Cl:11])=[CH:9][C:8]([C:12](=[O:18])[CH2:13][CH2:14][CH2:15][CH2:16][N:31]([CH2:36][CH3:35])[CH2:32][CH3:33])=[C:7]([O:19][CH2:20][C:21]2[CH:22]=[C:23]([O:29][CH3:30])[CH:24]=[C:25]([O:27][CH3:28])[CH:26]=2)[CH:6]=1. Procedure details: Proceeding as in Example 4, Step (c), but replacing 1-(4-acetylamino-5-chloro-2-methoxyphenyl)-5-chloropentan-1-one with 1-[4-acetylamino-5-chloro-2-(3,5-dimethoxybenzyloxy)phenyl]-5-chloropentan-1-one and piperidine with diethylamine, gave 1-[4-amino-5-chloro-2-(3,5-dimethoxybenzyloxy)phenyl]-5-diethylaminopentan-1-one, m.p. 105°-107° C.